Task: describe an organic reaction: reactants, conditions, products, and yield. Dataset: the Open Reaction Database (ORD), a public repository of structured organic reaction records The reactants are Cl.CN(CCCN=C=NCC)C (1-(3-dimethylaminopropyl)-3-ethylcarbodiimide hydrochloride), ON1N=NC2=C1C=CC=C2 (1-hydroxy-benzotriazole), Cl.C(C)OC(CCCN)=O (4-aminobutyric acid ethyl ester hydrochloride), C([O-])(O)=O.[Na+] (sodium bicarbonate), FC(C=1C=C(CN(C2=NC=C(C=N2)C(=O)O)CC2=C(C=CC(=C2)C(F)(F)F)C2=C(C=CC(=C2)C(C)C)OC)C=C(C1)C(F)(F)F)(F)F (2-[(3,5-Bis-trifluoromethyl-benzyl)-(5′-isopropyl-2′-methoxy-4-trifluoromethyl-biphenyl-2-ylmethyl)-amino]-pyrimidine-5-carboxylic acid). Run in C(C)N(CC)CC (triethylamine), CN(C=O)C (N,N-dimethylformamide). Run at time 8 hour. The product is FC(C=1C=C(CN(C2=NC=C(C=N2)C(=O)NCCCC(=O)OCC)CC2=C(C=CC(=C2)C(F)(F)F)C2=C(C=CC(=C2)C(C)C)OC)C=C(C1)C(F)(F)F)(F)F (ethyl 4-({2-[(3,5-bis-trifluoromethyl-benzyl)-(5′-isopropyl-2′-methoxy-4-trifluoromethyl-biphenyl-2-ylmethyl)-amino]-pyrimidine-5-carbonyl}-amino)-butyrate). Isolated yield 98.4%. Reaction SMILES: [F:1][C:2]([F:47])([F:46])[C:3]1[CH:4]=[C:5]([CH:39]=[C:40]([C:42]([F:45])([F:44])[F:43])[CH:41]=1)[CH2:6][N:7]([CH2:17][C:18]1[CH:23]=[C:22]([C:24]([F:27])([F:26])[F:25])[CH:21]=[CH:20][C:19]=1[C:28]1[CH:33]=[C:32]([CH:34]([CH3:36])[CH3:35])[CH:31]=[CH:30][C:29]=1[O:37][CH3:38])[C:8]1[N:13]=[CH:12][C:11]([C:14](O)=[O:15])=[CH:10][N:9]=1.Cl.CN(C)CCCN=C=NCC.ON1C2C=CC=CC=2N=N1.Cl.[CH2:71]([O:73][C:74](=[O:79])[CH2:75][CH2:76][CH2:77][NH2:78])[CH3:72].C(=O)(O)[O-].[Na+]>CN(C)C=O.C(N(CC)CC)C>[F:45][C:42]([F:43])([F:44])[C:40]1[CH:39]=[C:5]([CH:4]=[C:3]([C:2]([F:1])([F:46])[F:47])[CH:41]=1)[CH2:6][N:7]([CH2:17][C:18]1[CH:23]=[C:22]([C:24]([F:27])([F:26])[F:25])[CH:21]=[CH:20][C:19]=1[C:28]1[CH:33]=[C:32]([CH:34]([CH3:35])[CH3:36])[CH:31]=[CH:30][C:29]=1[O:37][CH3:38])[C:8]1[N:9]=[CH:10][C:11]([C:14]([NH:78][CH2:77][CH2:76][CH2:75][C:74]([O:73][CH2:71][CH3:72])=[O:79])=[O:15])=[CH:12][N:13]=1 |f:1.2,4.5,6.7|. Reported procedure: 2-[(3,5-Bis-trifluoromethyl-benzyl)-(5′-isopropyl-2′-methoxy-4-trifluoromethyl-biphenyl-2-ylmethyl)-amino]-pyrimidine-5-carboxylic acid (200 mg) is dissolved in N,N-dimethylformamide (5 ml) and thereto are added 1-(3-dimethylaminopropyl)-3-ethylcarbodiimide hydrochloride (86 mg), 1-hydroxy-benzotriazole (60 mg), triethylamine (125 μl) and 4-aminobutyric acid ethyl ester hydrochloride (75 mg), and the mixture is stirred at room temperature overnight. To reaction mixture is added a saturated aqueo... The reactants are O(C1=CC=CC=C1)CC(=O)Cl (phenoxyacetylchloride), C(CCC)[Li] (n-Butyl lithium), C(C)(=O)O (acetic acid), solution, CP(OC)(OC)=O (dimethyl methylphosphonate). Solvent: O1CCCC1 (tetrahydrofuran), CCCCCC (hexane), O1CCCC1 (tetrahydrofuran). Conditions: temperature -78 celsius, time 10 minute. The product is O=C(CP(OC)(OC)=O)COC1=CC=CC=C1 (dimethyl 2-oxo-3-phenoxypropylphosphonate). RXN SMILES: C([Li])CCC.[CH3:6][P:7](=[O:12])([O:10][CH3:11])[O:8][CH3:9].[O:13]([CH2:20][C:21](Cl)=[O:22])[C:14]1[CH:19]=[CH:18][CH:17]=[CH:16][CH:15]=1.C(O)(=O)C>CCCCCC.O1CCCC1>[O:22]=[C:21]([CH2:20][O:13][C:14]1[CH:19]=[CH:18][CH:17]=[CH:16][CH:15]=1)[CH2:6][P:7](=[O:12])([O:10][CH3:11])[O:8][CH3:9]. Procedure details: n-Butyl lithium (69 ml. of a 1.2 M solution in hexane) was added to a solution of dimethyl methylphosphonate (10.3 g.) in dry tetrahydrofuran at -78° C. in an atmosphere of nitrogen. After 10 minutes, a solution of phenoxyacetylchloride (4.1 g.) in dry tetrahydrofuran (20 ml.) was added dropwise, and the mixture was stirred for 4 hours at -78° C. The reaction mixture was neutralised with acetic acid and the solvents were removed under reduced pressure. The residue was shaken with a mixture of et... The reactants are BrC=1C=CC(=C(CNC(OC)=O)C1)Cl (methyl N-(5-bromo-2-chlorobenzyl)carbamate), CC(C)(C#C)O (2-methyl-3-butyn-2-ol), [Cl-].[Na+] (sodium chloride). The reagents and catalysts are Cl[Pd]([P](C1=CC=CC=C1)(C2=CC=CC=C2)C3=CC=CC=C3)([P](C4=CC=CC=C4)(C5=CC=CC=C5)C6=CC=CC=C6)Cl (dichlorobis(triphenylphosphine)palladium), [Cu]I (copper(I) iodide). The solvent is C(C)N(CC)CC (triethylamine). Run at temperature 90 celsius, time 30 hour. The product is ClC1=C(CNC(OC)=O)C=C(C=C1)C#CC(C)(C)O (methyl N-[2-chloro-5-(3-hydroxy-3-methyl-1-butynyl)benzyl]carbamate). Isolated yield 85.6%. Reaction SMILES: Br[C:2]1[CH:3]=[CH:4][C:5]([Cl:14])=[C:6]([CH:13]=1)[CH2:7][NH:8][C:9](=[O:12])[O:10][CH3:11].[CH3:15][C:16]([OH:20])([C:18]#[CH:19])[CH3:17].[Cl-].[Na+]>Cl[Pd](Cl)([P](C1C=CC=CC=1)(C1C=CC=CC=1)C1C=CC=CC=1)[P](C1C=CC=CC=1)(C1C=CC=CC=1)C1C=CC=CC=1.[Cu]I.C(N(CC)CC)C>[Cl:14][C:5]1[CH:4]=[CH:3][C:2]([C:19]#[C:18][C:16]([OH:20])([CH3:17])[CH3:15])=[CH:13][C:6]=1[CH2:7][NH:8][C:9](=[O:12])[O:10][CH3:11] |f:2.3,^1:25,44|. Procedure: A mixture comprising 3.50 g of methyl N-(5-bromo-2-chlorobenzyl)carbamate, 2.11 g of 2-methyl-3-butyn-2-ol, 0.79 g of dichlorobis(triphenylphosphine)palladium, 0.38 g of copper(I) iodide and 40 ml of triethylamine, was stirred at 90° C. for 30 hours in an autoclave. This reaction solution was poured into a saturated sodium chloride aqueous solution and extracted with ethyl acetate, followed by drying over anhydrous magnesium sulfate. The solvent was distilled off under reduced pressure, and the ... The product is ClC1=CC=C2C(=N1)C(=CS2)C=O (5-chloro-thieno[3,2-b]pyridine-3-carbaldehyde). Reaction conditions: temperature 100 celsius. As a reaction SMILES: [Cl:1][C:2]1[N:7]=[C:6]2[C:8]([CH3:11])=[CH:9][S:10][C:5]2=[CH:4][CH:3]=1.BrN1C(=[O:18])CCC1=O.C(OOC(=O)C1C=CC=CC=1)(=O)C1C=CC=CC=1>C(Cl)(Cl)(Cl)Cl>[Cl:1][C:2]1[N:7]=[C:6]2[C:8]([CH:11]=[O:18])=[CH:9][S:10][C:5]2=[CH:4][CH:3]=1. Reported procedure: A mixture of 5-chloro-3-methyl-thieno[3,2-b]pyridine (0.5 g, 2.7 mmol), N-bromosuccinimide (0.48 g, 2.7 mmol) and benzoyl peroxide (50 mg) in carbon tetrachloride (3 mL) was heated at 100° C. in a microwave reactor for 15 minutes. The supernatant was decanted and evaporated under reduced pressure, the residue was suspended in toluene (3 mL) and pyridine-N-oxide (0.5 g) was added, followed by sodium bicarbonate (0.4 g) and diisopropylethylamine (3 drops). The reaction mixture was heated at 150° C... Starting materials: ClC1=CC=C2C(=N1)C(=CS2)C (5-chloro-3-methyl-thieno[3,2-b]pyridine), BrN1C(CCC1=O)=O (N-bromosuccinimide), C(C1=CC=CC=C1)(=O)OOC(C1=CC=CC=C1)=O (benzoyl peroxide). Isolated yield 28.1%. Run in C(Cl)(Cl)(Cl)Cl (carbon tetrachloride). Starting materials: CN(C(C1=C(C(=CC=C1)C)C)=O)C (N,N-dimethyl-2,3-dimethylbenzamide), OCC1N(CCCC1)CCC#N (3-(2-hydroxymethylpiperidin-1-yl)propionitrile). Product: OCC1N(CCCC1)CCC=1NC(C2=CC=CC(=C2C1)C)=O (3-[2-(2-hydroxymethylpiperidin-1-yl)ethyl]-5-methyl-2H-isoquinolin-1-one). Yield: 9.9%. Reaction SMILES: C[N:2]([CH3:13])[C:3](=[O:12])[C:4]1[CH:9]=[CH:8][CH:7]=[C:6]([CH3:10])[C:5]=1[CH3:11].[OH:14][CH2:15][CH:16]1[CH2:21][CH2:20][CH2:19][CH2:18][N:17]1[CH2:22][CH2:23]C#N>>[OH:14][CH2:15][CH:16]1[CH2:21][CH2:20][CH2:19][CH2:18][N:17]1[CH2:22][CH2:23][C:13]1[NH:2][C:3](=[O:12])[C:4]2[C:5]([CH:11]=1)=[C:6]([CH3:10])[CH:7]=[CH:8][CH:9]=2. Procedure details: By the reaction in the same manner as in Example 1a, using N,N-dimethyl-2,3-dimethylbenzamide (3.17 g) and 3-(2-hydroxymethylpiperidin-1-yl)propionitrile (1.51 g), 3-[2-(2-hydroxymethylpiperidin-1-yl)ethyl]-5-methyl-2H-isoquinolin-1-one (268 mg) was obtained. Starting materials: Intermediate I, C(C1=CC=CC=C1)N (benzylamine), BrC=1C=CC=2N(C1)C=C(N2)C(=O)OCC (ethyl 6-bromoimidazo[1,2-a]pyridine-2-carboxylate). Product: C(C1=CC=CC=C1)NC(=O)C=1N=C2N(C=C(C=C2)Br)C1 (N-Benzyl-6-bromoimidazo[1,2-a]pyridine-2-carboxamide). As a reaction SMILES: [CH2:1]([NH2:8])[C:2]1[CH:7]=[CH:6][CH:5]=[CH:4][CH:3]=1.[Br:9][C:10]1[CH:11]=[CH:12][C:13]2[N:14]([CH:16]=[C:17]([C:19](OCC)=[O:20])[N:18]=2)[CH:15]=1>>[CH2:1]([NH:8][C:19]([C:17]1[N:18]=[C:13]2[CH:12]=[CH:11][C:10]([Br:9])=[CH:15][N:14]2[CH:16]=1)=[O:20])[C:2]1[CH:7]=[CH:6][CH:5]=[CH:4][CH:3]=1. Procedure details: The title compound was prepared by essentially following the same procedures described for Intermediate I, using benzylamine and ethyl 6-bromoimidazo[1,2-a]pyridine-2-carboxylate as starting materials.